This data is from the Open Reaction Database (ORD), a public repository of structured organic reaction records. The task is: describe an organic reaction: reactants, conditions, products, and yield Reactants: N(=C=O)C1=CC=C(OC2(C(C(C2(F)F)(F)F)(OC2=CC=C(C=C2)N=C=O)F)F)C=C1 (1,2-bis(4-isocyanatophenoxy)hexafluorocyclobutane), Cl (hydrochloric acid). The solvent is C1(=CC=CC=C1)C (toluene). Conditions: temperature 80 celsius. Product: NC1=CC=C(OC2(C(C(C2(F)F)(F)F)(OC2=CC=C(C=C2)N)F)F)C=C1 (1,2-bis(4-aminophenoxy)hexafluorocyclobutane). The yield is 92.0%. Reaction SMILES: [N:1]([C:4]1[CH:30]=[CH:29][C:7]([O:8][C:9]2([F:28])[C:12]([F:14])([F:13])[C:11]([F:16])([F:15])[C:10]2([F:27])[O:17][C:18]2[CH:23]=[CH:22][C:21]([N:24]=C=O)=[CH:20][CH:19]=2)=[CH:6][CH:5]=1)=C=O.Cl>C1(C)C=CC=CC=1>[NH2:24][C:21]1[CH:22]=[CH:23][C:18]([O:17][C:10]2([F:27])[C:11]([F:16])([F:15])[C:12]([F:13])([F:14])[C:9]2([F:28])[O:8][C:7]2[CH:6]=[CH:5][C:4]([NH2:1])=[CH:30][CH:29]=2)=[CH:19][CH:20]=1. Procedure: The 1,2-bis(4-isocyanatophenoxy)hexafluorocyclobutane (1.0 g, 2.3 mmol) is dissolved in 5 ml of toluene. Concentrated hydrochloric acid (10 ml) is added, and the mixture is heated to 80° C. for 2.5 hours. The mixture is neutralized and extracted with ether. The ether extracts are concentrated to yield 0.8 g (92% yield) of 1,2-bis(4-aminophenoxy)hexafluorocyclobutane. The product is identified by 19F NMR, 1 H NMR, and IR spectra. IR (cm-1): 3400 (NH2). The reactants are COC1=CC2=C(N=C(N2)S)C=C1 (5-methoxy-2-mercaptobenzimidazole), [H-].[Na+] (sodium hydride), Cl.CN1CCCC2=CC=CC(=C12)CCl (1-methyl-8-chloromethyl-1,2,3,4-tetrahydroquinoline hydrochloride). Reagents/catalysts: C1COCCOCCOCCOCCOCCO1 (18-crown-6). Solvent: CN(C=O)C (dimethyl formamide), CN(C=O)C (dimethyl formamide). Reaction conditions: time 20 hour. The product is COC1=CC2=C(N=C(N2)SCC=2C=CC=C3CCCN(C23)C)C=C1 (8-(5-methoxy-2-benzimidazolyl)thiomethyl-1-methyl-1,2,3,4-tetrahydroquinoline). Yield: 49.7%. As a reaction SMILES: [CH3:1][O:2][C:3]1[CH:12]=[CH:11][C:6]2[N:7]=[C:8]([SH:10])[NH:9][C:5]=2[CH:4]=1.[H-].[Na+].Cl.[CH3:16][N:17]1[C:26]2[C:21](=[CH:22][CH:23]=[CH:24][C:25]=2[CH2:27]Cl)[CH2:20][CH2:19][CH2:18]1>CN(C)C=O.C1OCCOCCOCCOCCOCCOC1>[CH3:1][O:2][C:3]1[CH:12]=[CH:11][C:6]2[N:7]=[C:8]([S:10][CH2:27][C:25]3[CH:24]=[CH:23][CH:22]=[C:21]4[C:26]=3[N:17]([CH3:16])[CH2:18][CH2:19][CH2:20]4)[NH:9][C:5]=2[CH:4]=1 |f:1.2,3.4|. Procedure: A solution of 5-methoxy-2-mercaptobenzimidazole(0.9 g), sodium hydride (60% in oil, 0.20 g) and 18-crown-6(i.e. 1,4,7,10,13,16-hexaoxacyclooctadecane) (50 mg) in dimethyl formamide (15 ml) was stirred for 20 minutes at room temperature. To the mixture was added a solution of 1-methyl-8-chloromethyl-1,2,3,4-tetrahydroquinoline hydrochloride (1.1 g) in dimethyl formamide (15 ml) and the solution was stirred for 20 hours at room temperature. Dimethyl formamide was distilled off, and chloroform, 30%... Starting materials: ClC=1C=CC2=C(N(C(C3=CN=CC=C23)=O)C2CC2)C1 (8-chloro-6-cyclopropylbenzo[c][2,7]naphthyridin-5(6H)-one), C([O-])([O-])=O.[Cs+].[Cs+] (cesium carbonate), C(C)(C)(C)P(C1=C(C=CC=C1)C1=C(C=C(C=C1C(C)C)C(C)C)C(C)C)C(C)(C)C (di-tert-butyl(2′,4′,6′-triisopropyl-[1,1′-biphenyl]-2-yl)phosphine), C(=O)(OC(C)(C)C)N[C@@H](CC(C)C)CO (N-Boc-L-leucinol). Reagents/catalysts: C(C)(=O)[O-].[Pd+2].C(C)(=O)[O-] (palladium(II)acetate). Run in C1(=CC=CC=C1)C (toluene). Reaction conditions: temperature 80 celsius, time 8 hour. The product is C1(CC1)N1C(C2=CN=CC=C2C2=C1C=C(C=C2)OC[C@H](CC(C)C)NC(OC(C)(C)C)=O)=O ((S)-tert-butyl (1-((6-cyclopropyl-5-oxo-5,6-dihydrobenzo[c][2,7]naphthyridin-8-yl)oxy)-4-methylpentan-2-yl)carbamate). The yield is 26.4%. Reaction SMILES: Cl[C:2]1[CH:3]=[CH:4][C:5]2[C:14]3[C:9](=[CH:10][N:11]=[CH:12][CH:13]=3)[C:8](=[O:15])[N:7]([CH:16]3[CH2:18][CH2:17]3)[C:6]=2[CH:19]=1.C(=O)([O-])[O-].[Cs+].[Cs+].C(P(C(C)(C)C)C1C=CC=CC=1C1C(C(C)C)=CC(C(C)C)=CC=1C(C)C)(C)(C)C.[C:56]([NH:63][C@H:64]([CH2:69][OH:70])[CH2:65][CH:66]([CH3:68])[CH3:67])([O:58][C:59]([CH3:62])([CH3:61])[CH3:60])=[O:57]>C1(C)C=CC=CC=1.C([O-])(=O)C.[Pd+2].C([O-])(=O)C>[CH:16]1([N:7]2[C:6]3[CH:19]=[C:2]([O:70][CH2:69][C@@H:64]([NH:63][C:56](=[O:57])[O:58][C:59]([CH3:60])([CH3:62])[CH3:61])[CH2:65][CH:66]([CH3:68])[CH3:67])[CH:3]=[CH:4][C:5]=3[C:14]3[C:9](=[CH:10][N:11]=[CH:12][CH:13]=3)[C:8]2=[O:15])[CH2:18][CH2:17]1 |f:1.2.3,7.8.9|. Reported procedure: To a solution 8-chloro-6-cyclopropylbenzo[c][2,7]naphthyridin-5(6H)-one (200 mg, 0.739 mmol) in toluene (2 mL) at room temperature was added cesium carbonate (361 mg, 1.108 mmol) and di-tert-butyl(2′,4′,6′-triisopropyl-[1,1′-biphenyl]-2-yl)phosphine (188 mg, 0.443 mmol) and the mixture was degassed with nitrogen for 5 min. The mixture was then treated with N-Boc-L-leucinol (477 mg, 2.216 mmol) followed by palladium(II)acetate (49.8 mg, 0.222 mmol) and degassed for another 10 min. The reaction mi... Reagents/catalysts: C(=O)([O-])[O-].[Cs+].[Cs+], CC1(C2=C(C(=CC=C2)P(C3=CC=CC=C3)C4=CC=CC=C4)OC5=C1C=CC=C5P(C6=CC=CC=C6)C7=CC=CC=C7)C, C1=CC=C(C=C1)/C=C/C(=O)/C=C/C2=CC=CC=C2.C1=CC=C(C=C1)/C=C/C(=O)/C=C/C2=CC=CC=C2.C1=CC=C(C=C1)/C=C/C(=O)/C=C/C2=CC=CC=C2.[Pd].[Pd]. Yield: 50.6%. Reported procedure: 2-chloro-5-fluoro-4-(4-fluoro-2-methoxyphenyl)pyrimidine (0.25 g, 0.97 mmol), 3-((methylsulfonyl)methyl)aniline (0.180 g, 0.97 mmol), cesium carbonate (1.270 g, 3.90 mmol), (9,9-dimethyl-9H-xanthene-4,5-diyl)bis(diphenylphosphine) (0.141 g, 0.24 mmol)and Pd2(dba)3 (0.178 g, 0.19 mmol) were suspended in degassed 1,4-dioxane (3 mL) at ambient temperature. The resulting mixture was degassed, purged with nitrogen and heated at 100 °C for 3 hours after which time reaction was shown to be complete by ... Product: COC1=C(C=CC(=C1)F)C2=NC(=NC=C2F)NC3=CC=CC(=C3)CS(=O)(=O)C. Reaction conditions: temperature 100 celsius. The solvent is C1COCCO1. Starting materials: CS(=O)(=O)CC1=CC(=CC=C1)N, COC1=C(C=CC(=C1)F)C2=NC(=NC=C2F)Cl. The reactants are CC(=O)Cl (CH3COCl), CCN(C(C)C)C(C)C (DIEA), [N+](=O)([O-])C1=CC=C(C=C1)C1(CCNCC1)C#N (4-(4-nitro-phenyl)-piperidine-4-carbonitrile). Solvent: C(Cl)Cl (CH2Cl2). Yields the product C(C)(=O)N1CCC(CC1)(C#N)C1=CC=C(C=C1)[N+](=O)[O-] (1-Acetyl-4-(4-nitro-phenyl)-piperidine-4-carbonitrile). RXN SMILES: [N+:1]([C:4]1[CH:9]=[CH:8][C:7]([C:10]2([C:16]#[N:17])[CH2:15][CH2:14][NH:13][CH2:12][CH2:11]2)=[CH:6][CH:5]=1)([O-:3])=[O:2].[CH3:18][C:19](Cl)=[O:20].CCN(C(C)C)C(C)C>C(Cl)Cl>[C:19]([N:13]1[CH2:14][CH2:15][C:10]([C:7]2[CH:8]=[CH:9][C:4]([N+:1]([O-:3])=[O:2])=[CH:5][CH:6]=2)([C:16]#[N:17])[CH2:11][CH2:12]1)(=[O:20])[CH3:18]. Procedure: A solution of 4-(4-nitro-phenyl)-piperidine-4-carbonitrile (as prepared in the previous step) in CH2Cl2 is treated with CH3COCl and DIEA. The mixture is washed with water, and the organic layer is dried (MgSO4) and concentrated in vacuo. The residue is purified by silica gel chromatography with the appropriate solvent to afford the title compound. Yields the product N(C1=CC=CC=C1)CC(=O)C1=CC=CC=C1 (ω-anilinoacetophenone). Starting materials: BrCC(=O)C1=CC=CC=C1 (ω-bromoacetophenone), NC1=CC=CC=C1 (aniline). Reported procedure: 100 g of ω-bromoacetophenone are dissolved in 600 ml of absolute ethanol, followed by the dropwise addition at 20° C. of 100 g of aniline. On completion of the addition, the ω-anilinoacetophenone formed precipitates in crystalline form. Yield: 62 g=59%; m.p: 97°-99° C. Reaction SMILES: Br[CH2:2][C:3]([C:5]1[CH:10]=[CH:9][CH:8]=[CH:7][CH:6]=1)=[O:4].[NH2:11][C:12]1[CH:17]=[CH:16][CH:15]=[CH:14][CH:13]=1>C(O)C>[NH:11]([CH2:2][C:3]([C:5]1[CH:10]=[CH:9][CH:8]=[CH:7][CH:6]=1)=[O:4])[C:12]1[CH:17]=[CH:16][CH:15]=[CH:14][CH:13]=1. Solvent: C(C)O (ethanol).